This data is from the Open Reaction Database (ORD), a public repository of structured organic reaction records. The task is: describe an organic reaction: reactants, conditions, products, and yield Reactants: BrC=1N=COC1C1=C(C=C(C=C1)C(F)(F)F)F (4-bromo-5-[2-fluoro-4-(trifluoromethyl)phenyl]-1,3-oxazole), C(Cl)Cl (CH2Cl2), C[Zn]C (dimethyl zinc). Reagents/catalysts: C1=CC=C(C=C1)P([C-]2C=CC=C2)C3=CC=CC=C3.C1=CC=C(C=C1)P([C-]2C=CC=C2)C3=CC=CC=C3.Cl[Pd]Cl.[Fe+2] ([1,1′-bis(diphenylphosphino)ferrocene]dichloropalladium). Run in O1CCOCC1 (dioxane). Yields the product FC1=C(C=CC(=C1)C(F)(F)F)C1=C(N=CO1)C (5-[2-fluoro-4-(trifluoromethyl)phenyl]-4-methyl-1,3-oxazole). The yield is 2596.4%. Reaction SMILES: Br[C:2]1[N:3]=[CH:4][O:5][C:6]=1[C:7]1[CH:12]=[CH:11][C:10]([C:13]([F:16])([F:15])[F:14])=[CH:9][C:8]=1[F:17].[CH2:18](Cl)Cl.C[Zn]C>O1CCOCC1.C1C=CC(P(C2C=CC=CC=2)[C-]2C=CC=C2)=CC=1.C1C=CC(P(C2C=CC=CC=2)[C-]2C=CC=C2)=CC=1.Cl[Pd]Cl.[Fe+2]>[F:17][C:8]1[CH:9]=[C:10]([C:13]([F:16])([F:15])[F:14])[CH:11]=[CH:12][C:7]=1[C:6]1[O:5][CH:4]=[N:3][C:2]=1[CH3:18] |f:4.5.6.7|. Reported procedure: A mixture of Example 5B (4.58 g, 14.8 mmol) and [1,1′-bis(diphenylphosphino)ferrocene]dichloropalladium (II), 1:1 complex with CH2Cl2 (0.362 g, 0.443 mmol) in dioxane (49 mL) was treated carefully with dimethyl zinc (2M in toluene, 14.8 mL, 29.6 mmol). The reaction was heated to reflux for 2 hours, then cooled to room temperature and carefully quenched with a few milliliters of methanol. The mixture was diluted with ether and washed twice with 1N HCl and once with brine. The organic phase was dr... Reactants: C(C)(=O)O.C(C)(=O)O.O[C@@H]1[C@]2(C)[C@@H](CC1)[C@@H]1C=CC3=CC(C[C@@H]([C@]3(CO)[C@H]1CC2)C)=O (17β, 19-dihydroxy-1α-methyl-4,6-androstadien-3-one diacetate), [Cl-].[NH4+] (ammonium chloride), C1=CC=CC=C1 (Benzene), ice, C[Cu]C.[Li] (lithium dimethylcopper). The solvent is O1CCCC1 (tetrahydrofuran). Conditions: time 30 minute. Yields the product C(C)(=O)O.C(C)(=O)O.O[C@@H]1[C@]2(C)[C@@H](CC1)[C@@H]1[C@@H](C=C3CC(C[C@@H]([C@]3(CO)[C@H]1CC2)C)=O)C (17β,19-dihydroxy-1α,7α-dimethyl-5-androsten-3-one diacetate). Reaction SMILES: [C:1]([OH:4])(=[O:3])[CH3:2].[C:5]([OH:8])(=[O:7])[CH3:6].[OH:9][C@H:10]1[CH2:15][CH2:14][C@H:13]2[C@H:16]3[C@H:27]([CH2:28][CH2:29][C@:11]12[CH3:12])[C@:24]1([CH2:25][OH:26])[C:19](=[CH:20][C:21](=[O:31])[CH2:22][C@@H:23]1[CH3:30])[CH:18]=[CH:17]3.[CH3:32][Cu]C.[Li].[Cl-].[NH4+].C1C=CC=CC=1>O1CCCC1>[C:1]([OH:4])(=[O:3])[CH3:2].[C:5]([OH:8])(=[O:7])[CH3:6].[OH:9][C@H:10]1[CH2:15][CH2:14][C@H:13]2[C@H:16]3[C@H:27]([CH2:28][CH2:29][C@:11]12[CH3:12])[C@:24]1([CH2:25][OH:26])[C:19]([CH2:20][C:21](=[O:31])[CH2:22][C@@H:23]1[CH3:30])=[CH:18][C@H:17]3[CH3:32] |f:0.1.2,3.4,5.6,9.10.11,^1:34|. Procedure details: A solution of 17β, 19-dihydroxy-1α-methyl-4,6-androstadien-3-one diacetate in anhydrous tetrahydrofuran is slowly added to an ice cold ethereal solution of lithium dimethylcopper prepared as in the preceding Example. Stirring is continued for an additional 30 minutes and the mixture is poured onto a saturated aqueous ammonium chloride solution. Benzene is added and the mixture filtered through a bed of diatomaceous earth. The organic layer is separated, washed with aqueous ammonium chloride, was... Reactants: BrCC(=O)Br (2-bromoacetyl bromide), C(C1=CC=2OCOC2C=C1)N (piperonylamine), COC=1C=C(CC2NCCCC3=C2C=C(C(=C3)OC)OC)C=CC1OC (1-(3,4-dimethoxy-benzyl)-7,8-dimethoxy-2,3,4,5-tetrahydro-1H-benzo[c]azepine). Product: O1COC2=C1C=CC(=C2)CNC(CN2C(C1=C(CCC2)C=C(C(=C1)OC)OC)CC1=CC(=C(C=C1)OC)OC)=O (N-Benzo[1,3]dioxol-5-ylmethyl-2-[1-(3,4-dimethoxy-benzyl)-7,8-dimethoxy-1,3,4,5-tetrahydro-benzo[c]azepin-2-yl]-acetamide). RXN SMILES: Br[CH2:2][C:3](Br)=[O:4].[CH2:6]([NH2:16])[C:7]1[CH:15]=[CH:14][C:13]2[O:12][CH2:11][O:10][C:9]=2[CH:8]=1.[CH3:17][O:18][C:19]1[CH:20]=[C:21]([CH:38]=[CH:39][C:40]=1[O:41][CH3:42])[CH2:22][CH:23]1[C:29]2[CH:30]=[C:31]([O:36][CH3:37])[C:32]([O:34][CH3:35])=[CH:33][C:28]=2[CH2:27][CH2:26][CH2:25][NH:24]1>>[O:12]1[C:13]2[CH:14]=[CH:15][C:7]([CH2:6][NH:16][C:3](=[O:4])[CH2:2][N:24]3[CH2:25][CH2:26][CH2:27][C:28]4[CH:33]=[C:32]([O:34][CH3:35])[C:31]([O:36][CH3:37])=[CH:30][C:29]=4[CH:23]3[CH2:22][C:21]3[CH:38]=[CH:39][C:40]([O:41][CH3:42])=[C:19]([O:18][CH3:17])[CH:20]=3)=[CH:8][C:9]=2[O:10][CH2:11]1. Reported procedure: prepared by reaction of 2-bromoacetyl bromide with piperonylamine and 1-(3,4-dimethoxy-benzyl)-7,8-dimethoxy-2,3,4,5-tetrahydro-1H-benzo[c]azepine. Reactants: COC=1C=C(C(=O)CC(=O)OC)C=C2C1OCO2 (methyl 3-methoxy-4,5-methylenedioxybenzoylacetate). Reagents/catalysts: [Pd] (Pd/C). Solvent: CO (methanol). Yields the product OC(CC(=O)OC)C1=CC(=C2C(=C1)OCO2)OC (methyl 3-hydroxy-3-(3-methoxy-4,5-methylenedioxyphenyl)propionate). Isolated yield 100.2%. As a reaction SMILES: [CH3:1][O:2][C:3]1[CH:4]=[C:5]([CH:13]=[C:14]2[O:18][CH2:17][O:16][C:15]=12)[C:6]([CH2:8][C:9]([O:11][CH3:12])=[O:10])=[O:7]>CO.[Pd]>[OH:7][CH:6]([C:5]1[CH:13]=[C:14]2[O:18][CH2:17][O:16][C:15]2=[C:3]([O:2][CH3:1])[CH:4]=1)[CH2:8][C:9]([O:11][CH3:12])=[O:10]. Procedure: 200 mg of methyl 3-methoxy-4,5-methylenedioxybenzoylacetate (10) was suspended together with 20 mg of 5% Pd/C in 5 ml of methanol and subjected to hydrogenation at normal temperature and pressure. After the absorption of a predetermined amount of hydrogen was ascertained, the reaction mixture was filtered to remove the catalyst and then washed with methanol. On concentrating the filtrate, there was obtained 202 mg of methyl 3-hydroxy-3-(3-methoxy-4,5-methylenedioxyphenyl)propionate (11) as an oi... The reactants are NCC1=CC=C(C(=O)OC)C=C1 (Methyl 4-(aminomethyl)benzoate), CS(=O)(=O)Cl (methanesulfonyl chloride). Solvent: C(Cl)Cl (DCM). Product: CS(=O)(=O)NCC1=CC=C(C(=O)OC)C=C1 (methyl 4-{[(methylsulfonyl)amino]methyl}benzoate). Isolated yield 45.1%. RXN SMILES: [NH2:1][CH2:2][C:3]1[CH:12]=[CH:11][C:6]([C:7]([O:9][CH3:10])=[O:8])=[CH:5][CH:4]=1.[CH3:13][S:14](Cl)(=[O:16])=[O:15]>C(Cl)Cl>[CH3:13][S:14]([NH:1][CH2:2][C:3]1[CH:4]=[CH:5][C:6]([C:7]([O:9][CH3:10])=[O:8])=[CH:11][CH:12]=1)(=[O:16])=[O:15]. Procedure: By the procedure outlined in scheme example 929, starting from 4-(aminomethyl)benzoic acid (2.00 g, 13.24 mmol) was treated with sulfuric acid to form methyl 4-(aminomethyl)benzoate (1.20 g, 55%). Methyl 4-(aminomethyl)benzoate (0.600 g, 3.63 mmol) was treated with methanesulfonyl chloride (0.832 g, 7.26 mmol)) in DCM (20 ml) to give crude methyl 4-{[(methylsulfonyl)amino]methyl}benzoate (0.398 g, 45%). Methyl 4-{[(methylsulfonyl)amino]methyl}benzoate (0.398 g, 1.63 mmol) was treated with NaOH a... Starting materials: [Al+3], Cc1oc2cc(C(=O)O)ccc2c1C, CCO, CCOCC, [H-], [H-], [H-], [H-], [Li+], O. Product: Cc1oc2cc(CO)ccc2c1C. RXN SMILES: [Al+3:16].[CH3:1][c:2]1[o:3][c:4]2[c:5]([c:6]1[CH3:7])[cH:8][cH:9][c:10]([C:12](=[O:13])[OH:14])[cH:11]2.[CH3:21][CH2:22][OH:23].[CH3:25][CH2:26][O:27][CH2:28][CH3:29].[H-:15].[H-:18].[H-:19].[H-:20].[Li+:17].[OH2:24]>>[CH3:1][c:2]1[o:3][c:4]2[c:5]([c:6]1[CH3:7])[cH:8][cH:9][c:10]([CH2:12][OH:13])[cH:11]2. Reactants: C(C)(=O)O[C@H]1[C@@H](O[C@@H]([C@H]([C@@H]1OC(C)=O)OC(C)=O)O\C(=C/C1=C(C=CC=C1)F)\C(=O)OCC)COC(C)=O ((2S,3S,4R,5S,6R)-2-(Acetoxymethyl)-6-(((Z)-3-ethoxy-1-(2-fluorophenyl)-3-oxoprop-1-en-2-yl)oxy)tetrahydro-2H-pyran-3,4,5-triyl triacetate), [Br-].C(C)(=O)O[C@H]1[C@@H](O)O[C@@H]([C@@H]([C@@H]1OC(C)=O)OC(C)=O)COC(C)=O (2,3,4,6-tetra-O-acetyl-α-D-galactose bromide), ClC1=CC=C(C=C1)CC(C(=O)OCC)=O (Ethyl (4-chlorophenyl)pyruvate), [H-].[Na+] (sodium hydride). The product is C(C)(=O)O[C@@H]1[C@@H](O[C@@H]([C@H]([C@@H]1OC(C)=O)OC(C)=O)O\C(=C/C1=CC=C(C=C1)Cl)\C(=O)OCC)COC(C)=O ((2S,3R,4R,5S,6R)-2-(Acetoxymethyl)-6-(((Z)-1-(4-chlorophenyl)-3-ethoxy-3-oxoprop-1-en-2-yl)oxy)tetrahydro-2H-pyran-3,4,5-triyl triacetate). Isolated yield 66.0%. As a reaction SMILES: [C:1]([O:4][C@@H:5]1[C@@H:10]([O:11][C:12](=[O:14])[CH3:13])[C@H:9]([O:15][C:16](=[O:18])[CH3:17])[C@@H:8]([O:19]/[C:20](/[C:29]([O:31][CH2:32][CH3:33])=[O:30])=[CH:21]\[C:22]2[CH:27]=[CH:26][CH:25]=[CH:24][C:23]=2F)[O:7][C@H:6]1[CH2:34][O:35][C:36](=[O:38])[CH3:37])(=[O:3])[CH3:2].[Cl:39]C1C=CC(CC(=O)C(OCC)=O)=CC=1.[H-].[Na+].[Br-].C(O[C@@H]1[C@@H](OC(=O)C)[C@@H](OC(=O)C)[C@@H](COC(=O)C)O[C@@H]1O)(=O)C>>[C:1]([O:4][C@H:5]1[C@@H:10]([O:11][C:12](=[O:14])[CH3:13])[C@H:9]([O:15][C:16](=[O:18])[CH3:17])[C@@H:8]([O:19]/[C:20](/[C:29]([O:31][CH2:32][CH3:33])=[O:30])=[CH:21]\[C:22]2[CH:27]=[CH:26][C:25]([Cl:39])=[CH:24][CH:23]=2)[O:7][C@H:6]1[CH2:34][O:35][C:36](=[O:38])[CH3:37])(=[O:3])[CH3:2] |f:2.3,4.5|. Procedure details: This was prepared as described for C4 using ethyl 3-(4-chlorophenyl)-2-oxopropanoate B7 (100 mg, 0.441 mmol), sodium hydride (11.65 mg, 0.485 mmol) and 2,3,4,6-tetra-O-acetyl-α-D-galactose bromide (181 mg, 0.441 mmol). The resulting compound was isolated in the form of white solid in 66% yield.